From a dataset of the Open Reaction Database (ORD), a public repository of structured organic reaction records. describe an organic reaction: reactants, conditions, products, and yield Reactants: CC1CCC(C)N1, CC#N, CCOC(C)=O, CC1(C)COC(c2ccc(OCCCCl)cc2)=N1, [I-], [Na+], O. The product is CC1CCC(C)N1CCCOc1ccc(C2=NC(C)(C)CO2)cc1. RXN SMILES: [CH3:21][CH:22]1[NH:23][CH:24]([CH3:27])[CH2:25][CH2:26]1.[CH3:29][C:30]#[N:31].[CH3:32][CH2:33][O:34][C:35](=[O:36])[CH3:37].[Cl:1][CH2:2][CH2:3][CH2:4][O:5][c:6]1[cH:7][cH:8][c:9]([C:12]2=[N:16][C:15]([CH3:17])([CH3:18])[CH2:14][O:13]2)[cH:10][cH:11]1.[I-:20].[Na+:19].[OH2:28]>>[CH2:2]([CH2:3][CH2:4][O:5][c:6]1[cH:7][cH:8][c:9]([C:12]2=[N:16][C:15]([CH3:17])([CH3:18])[CH2:14][O:13]2)[cH:10][cH:11]1)[N:23]1[CH:22]([CH3:21])[CH2:26][CH2:25][CH:24]1[CH3:27]. Starting materials: F[B-](F)(F)F.FC[P+](C1=CC=CC=C1)(C1=CC=CC=C1)C1=CC=CC=C1 (fluoromethyl triphenylphosphonium tetrafluoroborate), [Cl-].[NH4+] (ammonium chloride), CSC[C@]12CCC(C=C1CC[C@H]1[C@@H]3CCC([C@@]3(C)CC[C@H]21)=O)=O (19-methylthio-4-androsten-3,17-dione), C(CCC)[Li] (butyllithium). The solvent is C(OC)COC (dimethoxyethane), O (water), C(OC)COC (dimethoxyethane). Conditions: time 15 minute. Product: FC=C1C=C2CC[C@H]3[C@@H]4CCC([C@@]4(C)CC[C@@H]3[C@]2(CC1)CSC)=O (3-fluoromethylene-19-methylthio-4-androsten-17-one). RXN SMILES: [CH3:1][S:2][CH2:3][C@@:4]12[C@@H:21]3[C@H:12]([C@H:13]4[C@@:17]([CH2:19][CH2:20]3)([CH3:18])[C:16](=[O:22])[CH2:15][CH2:14]4)[CH2:11][CH2:10][C:9]1=[CH:8][C:7](=O)[CH2:6][CH2:5]2.F[B-](F)(F)F.[F:29][CH2:30][P+](C1C=CC=CC=1)(C1C=CC=CC=1)C1C=CC=CC=1.C([Li])CCC.[Cl-].[NH4+]>C(COC)OC.O>[F:29][CH:30]=[C:7]1[CH2:6][CH2:5][C@@:4]2([CH2:3][S:2][CH3:1])[C:9]([CH2:10][CH2:11][C@@H:12]3[C@@H:21]2[CH2:20][CH2:19][C@@:17]2([CH3:18])[C@H:13]3[CH2:14][CH2:15][C:16]2=[O:22])=[CH:8]1 |f:1.2,4.5|. Procedure details: 500 ml of 19-methylthio-4-androsten-3,17-dione (Euoprean patent 100,566) in 10 ml of dimethoxyethane is added drop by drop at 0° C. to a suspension of 5.73 g of fluoromethyl triphenylphosphonium tetrafluoroborate in 40 ml of dimethoxyethane, which was stirred with 9.5 ml of butyllithium solution (1.6 m in ether) for 0.5 hour, instilled and stirred for another 15 minutes. Then saturated ammonium chloride solution is added, diluted with water, extracted three times with ethyl acetate, washed neutr... Procedure: To a solution of 4-(4-oxo-3,4-dihydro-quinazolin-2-ylmethyl)-cyclohexanecarboxylic acid (275 mg, 1.05 mmol), EDC (200 mg, 1.05 mmol) and HOAt (142 mg, 1.05 mmol) in anhydrous DMF (4 mL) was added 2-fluorobenzylamine (131 mg, 1.05 mmol), and the resulting reaction mixture was stirred for 1 h. The reaction mixture was partitioned between saturated aqueous NaHCO3 and EtOAc, and the organic layer washed 2× with water. The EtOAc was dried with MgSO4 and concentrated to give a yellow solid. Preparativ... Yields the product FC1=C(CNC(=O)[C@@H]2CC[C@@H](CC2)CC2=NC3=CC=CC=C3C(N2)=O)C=CC=C1 (cis 4-(4-oxo-3,4-dihydro-quinazolin-2-ylmethyl)-cyclohexanecarboxylic acid 2-fluoro-benzylamide). Reaction SMILES: [O:1]=[C:2]1[C:11]2[C:6](=[CH:7][CH:8]=[CH:9][CH:10]=2)[N:5]=[C:4]([CH2:12][CH:13]2[CH2:18][CH2:17][CH:16]([C:19](O)=[O:20])[CH2:15][CH2:14]2)[NH:3]1.C(Cl)CCl.C1C=NC2N(O)N=NC=2C=1.[F:36][C:37]1[CH:44]=[CH:43][CH:42]=[CH:41][C:38]=1[CH2:39][NH2:40]>CN(C=O)C>[F:36][C:37]1[CH:44]=[CH:43][CH:42]=[CH:41][C:38]=1[CH2:39][NH:40][C:19]([C@H:16]1[CH2:15][CH2:14][C@@H:13]([CH2:12][C:4]2[NH:3][C:2](=[O:1])[C:11]3[C:6](=[CH:7][CH:8]=[CH:9][CH:10]=3)[N:5]=2)[CH2:18][CH2:17]1)=[O:20]. Run in CN(C)C=O (DMF). Reactants: O=C1NC(=NC2=CC=CC=C12)CC1CCC(CC1)C(=O)O (4-(4-oxo-3,4-dihydro-quinazolin-2-ylmethyl)-cyclohexanecarboxylic acid), C(CCl)Cl (EDC), C1=CC2=C(N=C1)N(N=N2)O (HOAt), FC1=C(CN)C=CC=C1 (2-fluorobenzylamine). Conditions: time 1 hour. Starting materials: CCCC[N+](CCCC)(CCCC)CCCC, CC[Si](C#Cc1ccc2nnc(CNc3ccnc4cc(OC)cnc34)n2n1)(CC)CC, CC(=O)O, [F-]. Product: C#Cc1ccc2nnc(CNc3ccnc4cc(OC)cnc34)n2n1. RXN SMILES: [CH2:34]([N+:35]([CH2:36][CH2:37][CH2:38][CH3:39])([CH2:40][CH2:41][CH2:42][CH3:43])[CH2:44][CH2:45][CH2:46][CH3:47])[CH2:48][CH2:49][CH3:50].[CH3:1][O:2][c:3]1[cH:4][n:5][c:6]2[c:7]([NH:13][CH2:14][c:15]3[n:16][n:17][c:18]4[n:19]3[n:20][c:21]([C:24]#[C:25][Si:26]([CH2:27][CH3:28])([CH2:29][CH3:30])[CH2:31][CH3:32])[cH:22][cH:23]4)[cH:8][cH:9][n:10][c:11]2[cH:12]1.[CH3:51][C:52](=[O:53])[OH:54].[F-:33]>>[CH3:1][O:2][c:3]1[cH:4][n:5][c:6]2[c:7]([NH:13][CH2:14][c:15]3[n:16][n:17][c:18]4[n:19]3[n:20][c:21]([C:24]#[CH:25])[cH:22][cH:23]4)[cH:8][cH:9][n:10][c:11]2[cH:12]1. Starting materials: CCCCNC(=O)C(C)CC(O)C1CC(C)CCC=CCCCC(NC(=O)OC(C)(C)C)C(=O)NC(C)C(=O)N1, C1CCOC1, CCO. Yields the product CCCCNC(=O)C(C)CC(O)C1CC(C)CCCCCCCC(NC(=O)OC(C)(C)C)C(=O)NC(C)C(=O)N1. RXN SMILES: [C:1]([CH3:2])([CH3:3])([CH3:4])[O:5][C:6]([NH:7][CH:8]1[C:9](=[O:39])[NH:10][CH:11]([CH3:38])[C:12](=[O:37])[NH:13][CH:14]([CH:25]([CH2:26][CH:27]([CH3:28])[C:29]([NH:30][CH2:31][CH2:32][CH2:33][CH3:34])=[O:35])[OH:36])[CH2:15][CH:16]([CH3:24])[CH2:17][CH2:18][CH:19]=[CH:20][CH2:21][CH2:22][CH2:23]1)=[O:40].[CH2:41]1[O:42][CH2:43][CH2:44][CH2:45]1.[CH3:46][CH2:47][OH:48]>>[C:1]([CH3:2])([CH3:3])([CH3:4])[O:5][C:6]([NH:7][CH:8]1[C:9](=[O:39])[NH:10][CH:11]([CH3:38])[C:12](=[O:37])[NH:13][CH:14]([CH:25]([CH2:26][CH:27]([CH3:28])[C:29]([NH:30][CH2:31][CH2:32][CH2:33][CH3:34])=[O:35])[OH:36])[CH2:15][CH:16]([CH3:24])[CH2:17][CH2:18][CH2:19][CH2:20][CH2:21][CH2:22][CH2:23]1)=[O:40]. The reactants are C(C)(C)(C)OC(=O)N1C=CC2=CC(=CC=C12)N1CCN(CC1)C (5-(4-Methyl-piperazin-1-yl)-indole-1-carboxylic acid tert-butyl ester), C(C)(C)(C)OC(=O)N1C=CC2=CC(=CC=C12)N1CCN(CC1)C (5-(4-methyl-piperazin-1-yl)-indole-1-carboxylic acid tert-butyl ester), IC=1C(N(C=C(C1)[N+](=O)[O-])COCC[Si](C)(C)C)=O (3-iodo-5-nitro-1-(2-trimethylsilanyl-ethoxymethyl)-1H-pyridin-2-one), IC=1C(N(C=C(C1)[N+](=O)[O-])COCC[Si](C)(C)C)=O (3-Iodo-5-nitro-1-(2-trimethylsilanyl-ethoxymethyl)-1H-pyridin-2-one). Yields the product C(C)(C)(C)OC(=O)N1C(=CC2=CC(=CC=C12)N1CCN(CC1)C)C=1C(N(C=C(C1)[N+](=O)[O-])COCC[Si](C)(C)C)=O (5-(4-Methyl-piperazin-1-yl)-2-[5-nitro-2-oxo-1-(2-trimethylsilanyl-ethoxymethyl)-1,2-dihydro-pyridin-3-yl]-indole-1-carboxylic acid tert-butyl ester). RXN SMILES: [C:1]([O:5][C:6]([N:8]1[C:16]2[C:11](=[CH:12][C:13]([N:17]3[CH2:22][CH2:21][N:20]([CH3:23])[CH2:19][CH2:18]3)=[CH:14][CH:15]=2)[CH:10]=[CH:9]1)=[O:7])([CH3:4])([CH3:3])[CH3:2].I[C:25]1[C:26](=[O:42])[N:27]([CH2:34][O:35][CH2:36][CH2:37][Si:38]([CH3:41])([CH3:40])[CH3:39])[CH:28]=[C:29]([N+:31]([O-:33])=[O:32])[CH:30]=1>>[C:1]([O:5][C:6]([N:8]1[C:16]2[C:11](=[CH:12][C:13]([N:17]3[CH2:22][CH2:21][N:20]([CH3:23])[CH2:19][CH2:18]3)=[CH:14][CH:15]=2)[CH:10]=[C:9]1[C:25]1[C:26](=[O:42])[N:27]([CH2:34][O:35][CH2:36][CH2:37][Si:38]([CH3:40])([CH3:39])[CH3:41])[CH:28]=[C:29]([N+:31]([O-:33])=[O:32])[CH:30]=1)=[O:7])([CH3:4])([CH3:3])[CH3:2]. Procedure details: The title compound was prepared by the route outlined in Scheme 10 and using the experimental from Example 37, Step 3, with intermediate (10c), 5-(4-methyl-piperazin-1-yl)-indole-1-carboxylic acid tert-butyl ester (2.33 g, 7.4 mmol) and 3-iodo-5-nitro-1-(2-trimethylsilanyl-ethoxymethyl)-1H-pyridin-2-one (2.66 g, 6.7 mmol) which had been synthesised according to the protocol described for intermediate (6a) in example 20. The resultant solid was purified via trituration using diethyl ether, to aff... Reactants: C(C)(C)(C)C1=CC(=C(C(=O)O)C=C1)C (4-tert-butyl-2-methyl-benzoic acid), C(OC)(OC)=O (dimethyl carbonate), [Li] (Lithium). The solvent is O1CCCC1 (tetrahydrofuran). Run at temperature -40 celsius, time 4 hour. Product: C(C)(C)(C)C1=CC(=C(C(=O)O)C=C1)CC(=O)O (4-tert-butyl-2-(carboxymethyl)benzoic acid). Reaction SMILES: [Li].[C:2]([C:6]1[CH:14]=[CH:13][C:9]([C:10]([OH:12])=[O:11])=[C:8]([CH3:15])[CH:7]=1)([CH3:5])([CH3:4])[CH3:3].[C:16](=O)([O:19]C)[O:17]C>O1CCCC1>[C:2]([C:6]1[CH:14]=[CH:13][C:9]([C:10]([OH:12])=[O:11])=[C:8]([CH2:15][C:16]([OH:19])=[O:17])[CH:7]=1)([CH3:5])([CH3:4])[CH3:3] |^1:0|. Procedure details: An amount of 26 mL (198 mmol) of Lithium diiopropylamide (Aldrich) is added to a three neck flask cooled to −40° C. To this is added drops wise, a mixture of 4-tert-butyl-2-methyl-benzoic acid 1.9 g (9.9 mmol) and dimethyl carbonate 3.3 mL (39.6 mmol) in 5 mL of tetrahydrofuran, while keeping the temperature at −60° C. After the addition, the temperature is kept between −40° C. to −60° C. for four hours, then brought to 0° C. and quenched with 25 mL of water. The mixture is allowed to stir at ro...